From a dataset of the Open Reaction Database (ORD), a public repository of structured organic reaction records. describe an organic reaction: reactants, conditions, products, and yield The reactants are C(C)C1=CC=C(C=C1)O (4-ethylphenol), C([O-])([O-])=O.[K+].[K+] (potassium carbonate), BrCC(=O)OCC (ethyl bromoacetate). Run in CC(=O)C (acetone). Run at time 18 hour. Product: C(C)C1=CC=C(OCC(=O)OCC)C=C1 (ethyl 4-ethylphenoxyacetate). The yield is 95.5%. As a reaction SMILES: [CH2:1]([C:3]1[CH:8]=[CH:7][C:6]([OH:9])=[CH:5][CH:4]=1)[CH3:2].C(=O)([O-])[O-].[K+].[K+].Br[CH2:17][C:18]([O:20][CH2:21][CH3:22])=[O:19]>CC(C)=O>[CH2:1]([C:3]1[CH:8]=[CH:7][C:6]([O:9][CH2:17][C:18]([O:20][CH2:21][CH3:22])=[O:19])=[CH:5][CH:4]=1)[CH3:2] |f:1.2.3|. Procedure: A mixture of 4-ethylphenol (Aldrich) (14.34 g, 116.20 mmoles), anhydrous potassium carbonate (Aldrich) (20.47 g, 146.63 mmoles), ethyl bromoacetate (Aldrich) (17.01 g, 99.81 mmoles) and dry acetone (Aldrich) (200 mL) was refluxed with stirring under a drying tube for 18 hours. The reaction was cooled, and the volatiles were removed by spin evaporation in vacuo. The white residue was partitioned between ice-cold water (250 mL) and dichloromethane (250 mL). The dichloromethane phase was separated ... Reactants: CC(C)(C)OC(=O)NC1CCN(CCN2C(=O)COc3ccc(C#N)cc32)CC1, COc1ccc2c(c1)N(CCN1CCC(NC(=O)OC(C)(C)C)CC1=O)C(=O)CO2, ClC(Cl)Cl, [O-][I+3]([O-])([O-])[O-], [Na+], O, O=[Ru]=O. Yields the product CC(C)(C)OC(=O)NC1CCN(CCN2C(=O)COc3ccc(C#N)cc32)C(=O)C1. Reaction SMILES: [C:1](#[N:2])[c:3]1[cH:4][cH:5][c:6]2[c:7]([cH:29]1)[N:8]([CH2:13][CH2:14][N:15]1[CH2:16][CH2:17][CH:18]([NH:21][C:22]([O:23][C:24]([CH3:25])([CH3:26])[CH3:27])=[O:28])[CH2:19][CH2:20]1)[C:9](=[O:12])[CH2:10][O:11]2.[CH3:36][O:37][c:38]1[cH:39][cH:40][c:41]2[c:64]([cH:65]1)[N:46]([CH2:47][CH2:48][N:49]1[CH2:50][CH2:51][CH:52]([NH:53][C:54](=[O:55])[O:56][C:57]([CH3:58])([CH3:59])[CH3:60])[CH2:61][C:62]1=[O:63])[C:44](=[O:45])[CH2:43][O:42]2.[CH:70]([Cl:71])([Cl:72])[Cl:73].[I+3:30]([O-:31])([O-:32])([O-:33])[O-:34].[Na+:35].[OH2:66].[Ru:67](=[O:68])=[O:69]>>[C:1](#[N:2])[c:3]1[cH:4][cH:5][c:6]2[c:7]([cH:29]1)[N:8]([CH2:13][CH2:14][N:15]1[CH2:16][CH2:17][CH:18]([NH:21][C:22]([O:23][C:24]([CH3:25])([CH3:26])[CH3:27])=[O:28])[CH2:19][C:20]1=[O:31])[C:9](=[O:12])[CH2:10][O:11]2.